From a dataset of the Open Reaction Database (ORD), a public repository of structured organic reaction records. describe an organic reaction: reactants, conditions, products, and yield The reactants are C(C(=C)C)(=O)OCCN(C)C (N,N-dimethylaminoethyl methacrylate), C(CC)C(C(=O)O)=C (propylacrylic acid), C(CCC)OC(C(=C)C)=O (butylmethacrylate), poly(DMAEMA). Run in CN(C=O)C (N,N-dimethylformamide). Product: C(C(=C)C)(=O)OCCN(C)C.C(CC)C(C(=O)O)=C.C(CCC)OC(C(=C)C)=O (DMAEMA PAA BMA). As a reaction SMILES: [C:1]([O:6][CH2:7][CH2:8][N:9]([CH3:11])[CH3:10])(=[O:5])[C:2]([CH3:4])=[CH2:3].[CH2:12]([C:15](=[CH2:19])[C:16]([OH:18])=[O:17])[CH2:13][CH3:14].[CH2:20]([O:24][C:25](=[O:29])[C:26]([CH3:28])=[CH2:27])[CH2:21][CH2:22][CH3:23]>CN(C)C=O>[C:1]([O:6][CH2:7][CH2:8][N:9]([CH3:11])[CH3:10])(=[O:5])[C:2]([CH3:4])=[CH2:3].[CH2:12]([C:15](=[CH2:19])[C:16]([OH:18])=[O:17])[CH2:13][CH3:14].[CH2:20]([O:24][C:25](=[O:29])[C:26]([CH3:28])=[CH2:27])[CH2:21][CH2:22][CH3:23] |f:4.5.6|. Reported procedure: Desired stoichiometric quantities of N,N-dimethylaminoethyl methacrylate (DMAEMA), propylacrylic acid (PAA), and butylmethacrylate (BMA) were added to poly(DMAEMA) macroCTA dissolved in N,N-dimethylformamide (25 wt % monomer and macroCTA to solvent). For all polymerizations [M]o/[CTA]o and [CTA]o/[I]o were 250:1 and 10:1 respectively. Following the addition of V70 the solutions were purged with nitrogen for 30 min and allowed to react at 30° C. for 18 h, copolymering the included monomers to for... The reactants are CCOC(=O)c1ncc2[nH]c3ccc(N)cc3c2n1, CC(C)CCON=O, CSSC. Yields the product CCOC(=O)c1ncc2[nH]c3ccc(SC)cc3c2n1. Reaction SMILES: [CH2:1]([CH3:2])[O:3][C:4](=[O:5])[c:6]1[n:7][cH:8][c:9]2[nH:10][c:11]3[cH:12][cH:13][c:14]([NH2:19])[cH:15][c:16]3[c:17]2[n:18]1.[CH3:20][CH:21]([CH2:22][CH2:23][O:24][N:25]=[O:26])[CH3:27].[CH3:28][S:29][S:30][CH3:31]>>[CH2:1]([CH3:2])[O:3][C:4](=[O:5])[c:6]1[n:7][cH:8][c:9]2[nH:10][c:11]3[cH:12][cH:13][c:14]([S:29][CH3:28])[cH:15][c:16]3[c:17]2[n:18]1.